Dataset: the Open Reaction Database (ORD), a public repository of structured organic reaction records. Task: describe an organic reaction: reactants, conditions, products, and yield Reactants: ClC=1C=C(COC2=CC=C3C=C(C=NC3=C2)CC(=O)OCC)C=CC1 (Ethyl 2-(7-((3-chlorobenzyl)oxy)quinolin-3-yl)acetate), N (ammonia), CCOCC (Et2O). The solvent is solution, CO (MeOH). The yield is 64.0%. Reported procedure: Ethyl 2-(7-((3-chlorobenzyl)oxy)quinolin-3-yl)acetate (Example 51, 100 mg, 0.28 mmol) was dissolved in a 7N solution of ammonia in MeOH (40 mL) and stirred at ambient temperature overnight. The reaction mixture was concentrated under reduced pressure to afford a yellow solid. Et2O was added and the yellow precipitate was collected by filtration. DCM was added and the off white precipitate was isolated by filtration, this was repeated to yield the title compound as an off white solid (59 mg, 64%)... Product: ClC=1C=C(COC2=CC=C3C=C(C=NC3=C2)CC(=O)N)C=CC1 (2-(7-((3-Chlorobenzyl)oxy)quinolin-3-yl)acetamide), solid. Reaction SMILES: [Cl:1][C:2]1[CH:3]=[C:4]([CH:23]=[CH:24][CH:25]=1)[CH2:5][O:6][C:7]1[CH:16]=[C:15]2[C:10]([CH:11]=[C:12]([CH2:17][C:18](OCC)=[O:19])[CH:13]=[N:14]2)=[CH:9][CH:8]=1.CCOCC.[NH3:31]>CO>[Cl:1][C:2]1[CH:3]=[C:4]([CH:23]=[CH:24][CH:25]=1)[CH2:5][O:6][C:7]1[CH:16]=[C:15]2[C:10]([CH:11]=[C:12]([CH2:17][C:18]([NH2:31])=[O:19])[CH:13]=[N:14]2)=[CH:9][CH:8]=1. Run at time 8 hour. Reactants: CC=1CS[C@H]2N(C1C(=O)OC(C)(C)C)C(C2NC=2NC=C(N2)CCNC(C(F)(F)F)=O)=O (t-butyl 3-methyl-7-[4-(2-trifluoroacetylaminoethyl)imidazol-2-yl]aminoceph-3-em-4-carboxylate), C(=O)(C(F)(F)F)O (TFA). Conditions: time 2 hour. The product is FC(C(=O)O)(F)F.CC=1CS[C@H]2N(C1C(=O)O)C(C2NC=2NC=C(N2)CCNC(C(F)(F)F)=O)=O (3-methyl-7-[4-(2-trifluoroacetylaminoethyl)imidazol-2-yl]aminoceph-3-em-4-carboxylic acid trifluoroacetate). Reaction SMILES: [CH3:1][C:2]1[CH2:3][S:4][C@@H:5]2[CH:16]([NH:17][C:18]3[NH:19][CH:20]=[C:21]([CH2:23][CH2:24][NH:25][C:26](=[O:31])[C:27]([F:30])([F:29])[F:28])[N:22]=3)[C:15](=[O:32])[N:6]2[C:7]=1[C:8]([O:10]C(C)(C)C)=[O:9].[C:33]([OH:39])([C:35]([F:38])([F:37])[F:36])=[O:34]>>[F:36][C:35]([F:38])([F:37])[C:33]([OH:39])=[O:34].[CH3:1][C:2]1[CH2:3][S:4][C@@H:5]2[CH:16]([NH:17][C:18]3[NH:19][CH:20]=[C:21]([CH2:23][CH2:24][NH:25][C:26](=[O:31])[C:27]([F:28])([F:30])[F:29])[N:22]=3)[C:15](=[O:32])[N:6]2[C:7]=1[C:8]([OH:10])=[O:9] |f:2.3|. Reported procedure: A suspension of t-butyl 3-methyl-7-[4-(2-trifluoroacetylaminoethyl)imidazol-2-yl]aminoceph-3-em-4-carboxylate (0.34 g.) in TFA (5 ml.) was stirred for 2 hours at ambient temperature and then evaporated to dryness. The residue was purified by precipitation from a THF solution with ether to give 3-methyl-7-[4-(2-trifluoroacetylaminoethyl)imidazol-2-yl]aminoceph-3-em-4-carboxylic acid trifluoroacetate as a cream solid (0.2 g.), m.p. 165° (decomp.), having the following n.m.r. spectrum in CH3OD: 2.1... Reactants: C1CCNCC1, COCCCN1C(=O)CSC1=O, CCOC(C)=O, CCO, O=Cc1ccccc1Cl, O. Product: COCCCN1C(=O)CS(=Cc2ccccc2Cl)C1=O. RXN SMILES: [CH2:22]1[CH2:23][CH2:24][NH:25][CH2:26][CH2:27]1.[CH3:1][O:2][CH2:3][CH2:4][CH2:5][N:6]1[C:7](=[O:12])[S:8][CH2:9][C:10]1=[O:11].[CH3:28][CH2:29][O:30][C:31](=[O:32])[CH3:33].[CH3:34][CH2:35][OH:36].[Cl:13][c:14]1[c:15]([CH:16]=[O:17])[cH:18][cH:19][cH:20][cH:21]1.[OH2:37]>>[CH3:1][O:2][CH2:3][CH2:4][CH2:5][N:6]1[C:7](=[O:12])[S:8](=[CH:16][c:15]2[c:14]([Cl:13])[cH:21][cH:20][cH:19][cH:18]2)[CH2:9][C:10]1=[O:11]. The reactants are ClC1=CC(=CC=C1)C(=O)OO (m-chloroperbenzoic acid), C(C)SC=1C(=NC=CC1)C(=O)N(C1=NC=C(C=C1)SC(F)(F)F)C (3-ethylsulfanyl-N-methyl-N-(5-trifluoromethylsulfanylpyridin-2-yl)picolinamide), C([O-])(O)=O.[Na+] (sodium bicarbonate), S(=S)(=O)([O-])[O-].[Na+].[Na+] (sodium thiosulfate). Run in C(Cl)(Cl)Cl (chloroform). Reaction conditions: temperature 0 celsius, time 2 hour. Yields the product C(C)S(=O)(=O)C=1C(=NC=CC1)C(=O)N(C1=NC=C(C=C1)SC(F)(F)F)C (3-ethylsulfonyl-N-methyl-N-(5-trifluoromethylsulfanylpyridin-2-yl)picolinamide). Reaction SMILES: Cl[C:2]1C=CC=C(C(OO)=O)[CH:3]=1.C(S[C:15]1[C:16]([C:21]([N:23]([CH3:35])[C:24]2[CH:29]=[CH:28][C:27]([S:30][C:31]([F:34])([F:33])[F:32])=[CH:26][N:25]=2)=[O:22])=[N:17][CH:18]=[CH:19][CH:20]=1)C.C(=O)(O)[O-].[Na+].[S:41]([O-:45])([O-])(=[O:43])=S.[Na+].[Na+]>C(Cl)(Cl)Cl>[CH2:2]([S:41]([C:15]1[C:16]([C:21]([N:23]([CH3:35])[C:24]2[CH:29]=[CH:28][C:27]([S:30][C:31]([F:34])([F:33])[F:32])=[CH:26][N:25]=2)=[O:22])=[N:17][CH:18]=[CH:19][CH:20]=1)(=[O:45])=[O:43])[CH3:3] |f:2.3,4.5.6|. Procedure: 0.37 g of m-chloroperbenzoic acid (purity of 68%) was added to a mixture of 0.23 g of 3-ethylsulfanyl-N-methyl-N-(5-trifluoromethylsulfanylpyridin-2-yl)picolinamide (Compound of Present Invention 32) and 5 mL of chloroform under ice cooling, and the mixture was stirred at 0° C. for 2 hours. A saturated aqueous sodium bicarbonate solution and a saturated aqueous sodium thiosulfate solution were poured to the reaction mixture, and the mixture was extracted with ethyl acetate. The organic layer was...